This data is from the Open Reaction Database (ORD), a public repository of structured organic reaction records. The task is: describe an organic reaction: reactants, conditions, products, and yield Starting materials: CC(C(=O)Cl)(C)C (Trimethylacetyl chloride), CCCCCN (n-amylamine), O.O.C(C(=O)O)(=O)O (oxalic acid dihydrate), N12CCCCCC2=NCCC1 (1,8-diazabicyclo[5.4.0]undec-7-ene), C(=O)(OCC1=CC=CC=C1)N[C@@H](CO)C(=O)O (carbobenzyloxy-L-serine), N1=CC=CC=C1 (Pyridine), P(O)(O)(O)=O (phosphoric acid). Run in C(C)(=O)OCC (Ethyl acetate), O (Water), C(C)O (ethanol), O (water), C(C)O (ethanol). Reaction conditions: temperature 50 celsius. Yields the product C(CCCC)NC([C@@H](N)CO)=O (N-Pentyl-L-Serinamide). Reaction SMILES: [N:1]12CCCN=C1[CH2:6][CH2:5][CH2:4][CH2:3][CH2:2]2.C([NH:22][C@H:23]([C:26]([OH:28])=O)[CH2:24][OH:25])(OCC1C=CC=CC=1)=O.N1C=CC=CC=1.CC(C)(C)C(Cl)=O.CCCCCN.P(=O)(O)(O)O.O.O.C(O)(=O)C(O)=O>C(O)C.O.C(OCC)(=O)C>[CH2:2]([NH:1][C:26](=[O:28])[C@H:23]([CH2:24][OH:25])[NH2:22])[CH2:3][CH2:4][CH2:5][CH3:6] |f:6.7.8|. Procedure: Under an inert atmosphere, 1,8-diazabicyclo[5.4.0]undec-7-ene (5.10 g, 33.5 mmol) was added to a suspension of Part A carbobenzyloxy-L-serine (7.50 g, 31.4 mmol) in ethanol. Ethyl acetate was added and the mixture was agitated (optionally, with heating up to about 50° C.) to obtain a clear solution. Pyridine (0.25 g, 3.2 mmol) was added and the mixture was cooled to about -30° C. Trimethylacetyl chloride (4.12 g, 34.2 mmol) was added and the mixture was maintained at about -30° C. With cooling, ... The reactants are C1(CCCC1)OC=1C=C(N)C=CC1OC (3-cyclopentyloxy-4-methoxyaniline), C1(CC(CC1)=O)=O (1,3-cyclopentanedione), O (water). Reagents/catalysts: C1(=CC=C(C=C1)S(=O)(=O)O)C (p-toluenesulfonic acid). Solvent: C1=CC=CC=C1 (benzene). Yields the product C1(CCCC1)OC=1C=C(NC2=CC(CC2)=O)C=CC1OC (3-(3-cyclopentyloxy-4-methoxyanilino)-2-cyclopenten-1-one). Yield: 80.4%. RXN SMILES: [CH:1]1([O:6][C:7]2[CH:8]=[C:9]([CH:11]=[CH:12][C:13]=2[O:14][CH3:15])[NH2:10])[CH2:5][CH2:4][CH2:3][CH2:2]1.[C:16]1(=O)[CH2:20][CH2:19][C:18](=[O:21])[CH2:17]1.O>C1C=CC=CC=1.C1(C)C=CC(S(O)(=O)=O)=CC=1>[CH:1]1([O:6][C:7]2[CH:8]=[C:9]([CH:11]=[CH:12][C:13]=2[O:14][CH3:15])[NH:10][C:16]2[CH2:20][CH2:19][C:18](=[O:21])[CH:17]=2)[CH2:2][CH2:3][CH2:4][CH2:5]1. Reported procedure: 1.04 g (5.02 mole) of 3-cyclopentyloxy-4-methoxyaniline, 0.51 g (5.02 mmole) of 1,3-cyclopentanedione, and 0.03 g of p-toluenesulfonic acid were dissolved in 30 ml of benzene and the solution was heated reflux in an apparatus fitted with a water separation tube for 3 hours, while azeotropically separating the water produced. After the reaction, the solution was cooled to room temperature, a yellow crystal was precipitated. The precipitated yellow crystal was collected by suction filtration, and ... Starting materials: BrC1=C(SC(=C1)C(C)(C)C)C=1SC(=CC1)C=1SC(=CC1)C(C)(C)C (3-bromo-5,5″-di-t-butyl-2,2′:5′,2″-terthiophene), [Li]CCCC (n-BuLi), FC1(C(C(C(=C1F)F)(F)F)(F)F)F (octafluorocyclopentene), C(=O)=O.CC(=O)C (dry ice acetone), Cl (HCl). Solvent: CO (methanol), C(C)OCC (diethyl ether), O (water). Run at temperature -45 celsius, time 20 minute. The product is C(C)(C)(C)C1=CC(=C(S1)C=1SC(=CC1)C=1SC(=CC1)C(C)(C)C)C1=C(C(C(C1(F)F)(F)F)(F)F)F (5,5″-di-tert-butyl-3-(perfluorocyclopent-1-en-1-yl)-2,2′:5′,2″-terthiophene), solid. Isolated yield 72.0%. RXN SMILES: Br[C:2]1[CH:6]=[C:5]([C:7]([CH3:10])([CH3:9])[CH3:8])[S:4][C:3]=1[C:11]1[S:12][C:13]([C:16]2[S:17][C:18]([C:21]([CH3:24])([CH3:23])[CH3:22])=[CH:19][CH:20]=2)=[CH:14][CH:15]=1.C(=O)=O.CC(C)=O.[Li]CCCC.[F:37][C:38]1([F:49])[C:42]([F:43])=[C:41](F)[C:40]([F:46])([F:45])[C:39]1([F:48])[F:47].Cl>C(OCC)C.CO.O>[C:7]([C:5]1[S:4][C:3]([C:11]2[S:12][C:13]([C:16]3[S:17][C:18]([C:21]([CH3:24])([CH3:23])[CH3:22])=[CH:19][CH:20]=3)=[CH:14][CH:15]=2)=[C:2]([C:41]2[C:40]([F:46])([F:45])[C:39]([F:47])([F:48])[C:38]([F:37])([F:49])[C:42]=2[F:43])[CH:6]=1)([CH3:10])([CH3:9])[CH3:8] |f:1.2|. Procedure details: In a flame-dried, 1 L rbf, 3-bromo-5,5″-di-t-butyl-2,2′:5′,2″-terthiophene (112, 4 g, 9.10 mmol) was dissolved in anhydrous diethyl ether (400 mL) and cooled to −48° C. (dry ice/acetone). n-BuLi (2.5 M in hexanes, 1.5 mL, 3.82 mmol) was added dropwise over a period of 5 minutes. The resulting yellow solution was allowed to stir for 20 minutes, then octafluorocyclopentene (0.24 mL, 1.82 mmol) was added in one portion. The reaction mixture warmed to −45° C. The reaction mixture was allowed to mix ... The reactants are solution, FC1=CC=C(C=C1)CC(=O)N=C=S (2-(4-fluorophenyl)acetyl isothiocyanate), NC1=CC(=C(OC2=CC(=NC=N2)NC(=O)N2CCC(CC2)CN2CCCC2)C=C1)F (4-(Pyrrolidin-1-ylmethyl)piperidine-1-carboxylic acid [6-(4-amino-2-fluorophenoxy)pyrimidin-4-yl]amide), [C@]12(C(=O)CC(CC1)C2(C)C)CS(=O)(=O)O ((S)-(+)-10-camphorsulfonic acid), C(C)OCC (diethyl ether). The solvent is C1(=CC=CC=C1)C (toluene), C(C)O (ethanol), CCCCCC (hexane). Run at time 5 minute. Product: FC1=C(OC2=CC(=NC=N2)NC(=O)N2CCC(CC2)CN2CCCC2)C=CC(=C1)NC(=S)NC(CC1=CC=C(C=C1)F)=O (4-(Pyrrolidin-1-ylmethyl)piperidine-1-carboxylic acid [6-(2-fluoro-4-{3-[2-(4-fluorophenyl)acetyl]thioureido}phenoxy)pyrimidin-4-yl]amide). RXN SMILES: [NH2:1][C:2]1[CH:29]=[CH:28][C:5]([O:6][C:7]2[N:12]=[CH:11][N:10]=[C:9]([NH:13][C:14]([N:16]3[CH2:21][CH2:20][CH:19]([CH2:22][N:23]4[CH2:27][CH2:26][CH2:25][CH2:24]4)[CH2:18][CH2:17]3)=[O:15])[CH:8]=2)=[C:4]([F:30])[CH:3]=1.[C@]12(CS(O)(=O)=O)C(C)(C)C(CC1)CC2=O.[F:46][C:47]1[CH:52]=[CH:51][C:50]([CH2:53][C:54]([N:56]=[C:57]=[S:58])=[O:55])=[CH:49][CH:48]=1.C(OCC)C>C(O)C.C1(C)C=CC=CC=1.CCCCCC>[F:30][C:4]1[CH:3]=[C:2]([NH:1][C:57]([NH:56][C:54](=[O:55])[CH2:53][C:50]2[CH:51]=[CH:52][C:47]([F:46])=[CH:48][CH:49]=2)=[S:58])[CH:29]=[CH:28][C:5]=1[O:6][C:7]1[N:12]=[CH:11][N:10]=[C:9]([NH:13][C:14]([N:16]2[CH2:21][CH2:20][CH:19]([CH2:22][N:23]3[CH2:27][CH2:26][CH2:25][CH2:24]3)[CH2:18][CH2:17]2)=[O:15])[CH:8]=1. Reported procedure: 4-(Pyrrolidin-1-ylmethyl)piperidine-1-carboxylic acid [6-(4-amino-2-fluorophenoxy)pyrimidin-4-yl]amide (100 mg) was dissolved in ethanol (1.0 ml) under a nitrogen atmosphere, and then (S)-(+)-10-camphorsulfonic acid (56 mg) was added thereto, followed by stirring for 5 min. A 0.25 M solution of 2-(4-fluorophenyl)acetyl isothiocyanate in toluene (1.45 ml) was added thereto, followed by stirring for 1 hr. The reaction mixture was partitioned between ethyl acetate (30 ml) and a saturated aqueous so... The reactants are COc1cccc(C(CN)OC)c1, FC(F)(F)c1cc(Cl)nc(-c2cccnc2)n1. Product: COc1cccc(C(CNc2cc(C(F)(F)F)nc(-c3cccnc3)n2)OC)c1. RXN SMILES: [CH3:18][O:19][CH:20]([CH2:21][NH2:22])[c:23]1[cH:24][cH:25][cH:26][c:27]([O:29][CH3:30])[cH:28]1.[Cl:1][c:2]1[n:3][c:4](-[c:12]2[cH:13][n:14][cH:15][cH:16][cH:17]2)[n:5][c:6]([C:8]([F:9])([F:10])[F:11])[cH:7]1>>[c:2]1([NH:22][CH2:21][CH:20]([O:19][CH3:18])[c:23]2[cH:24][cH:25][cH:26][c:27]([O:29][CH3:30])[cH:28]2)[n:3][c:4](-[c:12]2[cH:13][n:14][cH:15][cH:16][cH:17]2)[n:5][c:6]([C:8]([F:9])([F:10])[F:11])[cH:7]1.